Dataset: the Open Reaction Database (ORD), a public repository of structured organic reaction records. Task: describe an organic reaction: reactants, conditions, products, and yield The reactants are IC (Iodomethane), FC=1C=C(CN2C=C(C3=CC=C(C=C23)N)SC2=C(C=CC=C2)[N+](=O)[O-])C=C(C1)F (1-(3,5-difluoro-benzyl)-3-(2-nitro-phenylsulfanyl)-1H-indol-6-ylamine), C([O-])([O-])=O.[Na+].[Na+] (sodium carbonate). Solvent: C(C)O (ethanol), O1CCCC1 (tetrahydrofuran). The product is FC=1C=C(CN2C=C(C3=CC=C(C=C23)NC)SC2=C(C=CC=C2)[N+](=O)[O-])C=C(C1)F ([1-(3,5-difluoro-benzyl)-3-(2-nitro-phenylsulfanyl)-1H-indol-6-yl]-methyl-amine). Yield: 25.0%. Reaction SMILES: IC.[F:3][C:4]1[CH:5]=[C:6]([CH:28]=[C:29]([F:31])[CH:30]=1)[CH2:7][N:8]1[C:16]2[C:11](=[CH:12][CH:13]=[C:14]([NH2:17])[CH:15]=2)[C:10]([S:18][C:19]2[CH:24]=[CH:23][CH:22]=[CH:21][C:20]=2[N+:25]([O-:27])=[O:26])=[CH:9]1.[C:32](=O)([O-])[O-].[Na+].[Na+]>C(O)C.O1CCCC1>[F:3][C:4]1[CH:5]=[C:6]([CH:28]=[C:29]([F:31])[CH:30]=1)[CH2:7][N:8]1[C:16]2[C:11](=[CH:12][CH:13]=[C:14]([NH:17][CH3:32])[CH:15]=2)[C:10]([S:18][C:19]2[CH:24]=[CH:23][CH:22]=[CH:21][C:20]=2[N+:25]([O-:27])=[O:26])=[CH:9]1 |f:2.3.4|. Procedure: Iodomethane (0.568 ml, 9.12 mmol) was added to a solution of 1-(3,5-difluoro-benzyl)-3-(2-nitro-phenylsulfanyl)-1H-indol-6-ylamine (Example 15a; 2.5 g, 6.1 mmol) in a mixture of ethanol and tetrahydrofuran containing sodium carbonate (0.657 g, 6.08 mmol). The reaction mixture was heated under reflux overnight and concentrated. Water was added and the product was extracted into ethyl acetate. The combined organic phases were washed with water and brine, dried over sodium sulfate and concentrated ...